Dataset: the Open Reaction Database (ORD), a public repository of structured organic reaction records. Task: describe an organic reaction: reactants, conditions, products, and yield Reactants: FC(F)(F)c1nnc2ccc(N3CC4CNCC4C3)nn12, CCS(=O)(=O)Cl, Cc1ccccc1, CCN(C(C)C)C(C)C, ClCCl. The product is CCS(=O)(=O)N1CC2CN(c3ccc4nnc(C(F)(F)F)n4n3)CC2C1. Reaction SMILES: [CH2:19]1[N:20]([c:27]2[cH:28][cH:29][c:30]3[n:31]([n:32]2)[c:33]([C:36]([F:37])([F:38])[F:39])[n:34][n:35]3)[CH2:21][CH:22]2[CH:23]1[CH2:24][NH:25][CH2:26]2.[CH2:1]([CH3:2])[S:3](=[O:4])(=[O:5])[Cl:6].[CH3:40][c:41]1[cH:42][cH:43][cH:44][cH:45][cH:46]1.[CH:10]([N:11]([CH:12]([CH3:13])[CH3:14])[CH2:15][CH3:16])([CH3:17])[CH3:18].[Cl:7][CH2:8][Cl:9]>>[CH2:1]([CH3:2])[S:3](=[O:4])(=[O:5])[N:25]1[CH2:24][CH:23]2[CH2:19][N:20]([c:27]3[cH:28][cH:29][c:30]4[n:31]([n:32]3)[c:33]([C:36]([F:37])([F:38])[F:39])[n:34][n:35]4)[CH2:21][CH:22]2[CH2:26]1. Isolated yield 88.9%. Yields the product S(=O)(=O)(C1=CC=C(C)C=C1)OCC(COCCO[C@@H]1C[C@H]2CC[C@H]3[C@]4(CC[C@@H]([C@@]4(C)CC[C@@H]3[C@]2(CC1)C)C1=COC=C1)O)O (3β-(2-(3-tosyloxy-2-hydroxypropoxy)ethoxy)-17β-(3-furyl)-5β-androstan-14β-ol). Procedure: To a solution of 1.7 g of 3β-(2-(2,3-dihydroxypropoxy)ethoxy)-17β-(3-furyl)-5β-androstan-14β-ol, prepared from 3β-(2-hydroxyethoxy)-17β-(3-furyl)-5β-andostran-14β-ol, prepared as an intermediate in Ex.1, according to the sequence described in Ex. 2 and Ex. 15, in 13 ml of dry pyridine, 0.80 g of tosyl chloride were added at a temperature of 0° C. After 5 hrs 60 ml of water and 250 ml of ethyl acetate were added, the organic layer was washed with water, dried over anhydrous sodium sulfate and eva... RXN SMILES: [OH:1][CH:2]([CH2:33][OH:34])[CH2:3][O:4][CH2:5][CH2:6][O:7][C@H:8]1[CH2:25][CH2:24][C@@:23]2([CH3:26])[C@H:10]([CH2:11][CH2:12][C@@H:13]3[C@@H:22]2[CH2:21][CH2:20][C@@:18]2([CH3:19])[C@:14]3([OH:32])[CH2:15][CH2:16][C@@H:17]2[C:27]2[CH:31]=[CH:30][O:29][CH:28]=2)[CH2:9]1.[S:35](Cl)([C:38]1[CH:44]=[CH:43][C:41]([CH3:42])=[CH:40][CH:39]=1)(=[O:37])=[O:36].O.C(OCC)(=O)C>N1C=CC=CC=1>[S:35]([O:34][CH2:33][CH:2]([OH:1])[CH2:3][O:4][CH2:5][CH2:6][O:7][C@H:8]1[CH2:25][CH2:24][C@@:23]2([CH3:26])[C@H:10]([CH2:11][CH2:12][C@@H:13]3[C@@H:22]2[CH2:21][CH2:20][C@@:18]2([CH3:19])[C@:14]3([OH:32])[CH2:15][CH2:16][C@@H:17]2[C:27]2[CH:31]=[CH:30][O:29][CH:28]=2)[CH2:9]1)([C:38]1[CH:44]=[CH:43][C:41]([CH3:42])=[CH:40][CH:39]=1)(=[O:37])=[O:36]. Run in N1=CC=CC=C1 (pyridine). Reactants: OC(COCCO[C@@H]1C[C@H]2CC[C@H]3[C@]4(CC[C@@H]([C@@]4(C)CC[C@@H]3[C@]2(CC1)C)C1=COC=C1)O)CO (3β-(2-(2,3-dihydroxypropoxy)ethoxy)-17β-(3-furyl)-5β-androstan-14β-ol), O (water), C(C)(=O)OCC (ethyl acetate), S(=O)(=O)(C1=CC=C(C)C=C1)Cl (tosyl chloride). Reactants: C(C)(C)(C)OC(=O)NC[C@H]1CN(CC1)CCCCNC(=O)C1=CN(C2=CC=CC=C12)C (N-(4-((3S)-3-tert-Butoxycarbonylaminomethylpyrrolidin-1-yl)-butyl)-1-methyl-1 H-indole-3-carboxamide), NC1=CC(=C(C(=O)O)C=C1Cl)OC (4-amino-5-chloro-2-methoxybenzoic acid). The product is NC1=CC(=C(C(=O)NC[C@H]2CN(CC2)CCCCNC(=O)C2=CN(C3=CC=CC=C23)C)C=C1Cl)OC (N-(4-((3S)-3-(4-amino-5-chloro-2-methoxybenzoylaminomethyl)pyrrolidin-1-yl)butyl)-1-methyl-1 H-indole-3-carboxamide). Reaction SMILES: C(OC([NH:8][CH2:9][C@@H:10]1[CH2:14][CH2:13][N:12]([CH2:15][CH2:16][CH2:17][CH2:18][NH:19][C:20]([C:22]2[C:30]3[C:25](=[CH:26][CH:27]=[CH:28][CH:29]=3)[N:24]([CH3:31])[CH:23]=2)=[O:21])[CH2:11]1)=O)(C)(C)C.[NH2:32][C:33]1[C:41]([Cl:42])=[CH:40][C:36]([C:37]([OH:39])=O)=[C:35]([O:43][CH3:44])[CH:34]=1>>[NH2:32][C:33]1[C:41]([Cl:42])=[CH:40][C:36]([C:37]([NH:8][CH2:9][C@@H:10]2[CH2:14][CH2:13][N:12]([CH2:15][CH2:16][CH2:17][CH2:18][NH:19][C:20]([C:22]3[C:30]4[C:25](=[CH:26][CH:27]=[CH:28][CH:29]=4)[N:24]([CH3:31])[CH:23]=3)=[O:21])[CH2:11]2)=[O:39])=[C:35]([O:43][CH3:44])[CH:34]=1. Reported procedure: N-(4-((3S)-3-tert-Butoxycarbonylaminomethylpyrrolidin-1-yl)-butyl)-1-methyl-1 H-indole-3-carboxamide (1.94 g) as starting compound was reacted and treated in the same manner as in Example 67 using 4-amino-5-chloro-2-methoxybenzoic acid (0.67 g) to give N-(4-((3S)-3-(4-amino-5-chloro-2-methoxybenzoylaminomethyl)pyrrolidin-1-yl)butyl)-1-methyl-1 H-indole-3-carboxamide. RXN SMILES: [C:1]1([S:7]([CH:10]=[C:11]([O:30][Si](C(C)(C)C)(C)C)[C@H:12]([CH3:29])[C@@H:13]([CH3:28])[C@@H:14]([O:20][Si:21]([C:24]([CH3:27])([CH3:26])[CH3:25])([CH3:23])[CH3:22])[CH:15](OC)OC)(=[O:9])=[O:8])[CH:6]=[CH:5][CH:4]=[CH:3][CH:2]=1.[Sn](Cl)(Cl)(Cl)Cl.C(=O)([O-])O.[Na+]>C(Cl)Cl>[C:1]1([S:7]([C:10]2[C:11](=[O:30])[C@H:12]([CH3:29])[C@@H:13]([CH3:28])[C@@H:14]([O:20][Si:21]([C:24]([CH3:27])([CH3:25])[CH3:26])([CH3:23])[CH3:22])[CH:15]=2)(=[O:8])=[O:9])[CH:2]=[CH:3][CH:4]=[CH:5][CH:6]=1 |f:2.3|. Reactants: C(O)([O-])=O.[Na+] (sodium hydrogencarbonate), C1(=CC=CC=C1)S(=O)(=O)C=C([C@@H]([C@H]([C@H](C(OC)OC)O[Si](C)(C)C(C)(C)C)C)C)O[Si](C)(C)C(C)(C)C ((3R,4R,5R)-1-Benzenesulfonyl-2,5-di(t-butyldimethylsilyloxy)-6,6-dimethoxy-3,4-dimethyl-1-hexene), [Sn](Cl)(Cl)(Cl)Cl (tin(IV) chloride), [Sn](Cl)(Cl)(Cl)Cl (tin(IV) chloride). The yield is 90.7%. Conditions: temperature -78 celsius, time 1 hour. Run in C(Cl)Cl (methylene chloride). Product: C1(=CC=CC=C1)S(=O)(=O)C=1C([C@@H]([C@H]([C@H](C1)O[Si](C)(C)C(C)(C)C)C)C)=O ((4R,5R,6R)-(+)-2-Benzenesulfonyl-4-(t-butyldimethylsilyloxy)-5,6-dimethyl-2-cyclohexen-1-one). Procedure details: The compound prepared in Example C4 (1.39 g, 2.43 mmol) was dissolved in anhydrous methylene chloride (30 ml) under an argon atmosphere. The solution was cooled to −78° C., and tin(IV) chloride (0.3 ml, 2.56 mmol) was dropwise added to the cooled solution. The reaction solution was stirred for one hr, tin(IV) chloride (0.6 ml, 5.12 mmol) was again dropwise added to the reaction solution, and the mixture was stirred for additional 2 hr. After the completion of the reaction, an aqueous sodium hydr... Reactants: C(C)N1C2=CC=CC=C2C=2C=C(C=CC12)CN1CC(CCC1)C(=O)OCC (ethyl 1-((9-ethyl-9H-carbazol-3-yl)methyl)piperidine-3-carboxylate), CN (CH3NH2), ClCCl.CO (dichloromethane methanol). The reagents and catalysts are [O-]S(=O)(=O)[O-].[Cu+2] (CuSO4). Conditions: temperature 140 celsius, time 24 hour. The product is C(C)N1C2=CC=CC=C2C=2C=C(C=CC12)CN1CC(CCC1)C(=O)NC (1-((9-ethyl-9H-carbazol-3-yl)methyl)-N-methylpiperidine-3-carboxamide). Isolated yield 6.0%. Reaction SMILES: [CH2:1]([N:3]1[C:15]2[CH:14]=[CH:13][C:12]([CH2:16][N:17]3[CH2:22][CH2:21][CH2:20][CH:19]([C:23](OCC)=[O:24])[CH2:18]3)=[CH:11][C:10]=2[C:9]2[C:4]1=[CH:5][CH:6]=[CH:7][CH:8]=2)[CH3:2].ClCCl.CO.[CH3:33][NH2:34]>[O-]S([O-])(=O)=O.[Cu+2]>[CH2:1]([N:3]1[C:15]2[CH:14]=[CH:13][C:12]([CH2:16][N:17]3[CH2:22][CH2:21][CH2:20][CH:19]([C:23]([NH:34][CH3:33])=[O:24])[CH2:18]3)=[CH:11][C:10]=2[C:9]2[C:4]1=[CH:5][CH:6]=[CH:7][CH:8]=2)[CH3:2] |f:1.2,4.5|. Procedure details: A 50-mL seal tube charge with a solution of ethyl 1-((9-ethyl-9H-carbazol-3-yl)methyl)piperidine-3-carboxylate (500 mg, 1.37 mmol, 1.00 equiv) in CH3NH2 (25 mL). To the mixture was added CuSO4 (100 mg, 0.51 mmol, 0.37 equiv). The resulting solution was stirred at 140° C. for 24 hours in an oil bath. The progress was monitored by TLC (dichloromethane/methanol=5:1). Upon completion, the solids were filtered out. The resulting solution was extracted with dichloromethane (2×50 mL). The combined orga... Starting materials: BrCC1CC1, CCO, Cn1cnnc1S. The product is Cn1cnnc1SCC1CC1. RXN SMILES: [Br:8][CH2:9][CH:10]1[CH2:11][CH2:12]1.[CH3:13][CH2:14][OH:15].[CH3:1][n:2]1[c:3]([SH:7])[n:4][n:5][cH:6]1>>[CH3:1][n:2]1[c:3]([S:7][CH2:9][CH:10]2[CH2:11][CH2:12]2)[n:4][n:5][cH:6]1. The reactants are C(C)OP(O)(=O)C1=CC=C(C=C1)CN1C(C(NC2=CC(=CC=C12)[N+](=O)[O-])=O)=O (4-(6-nitro-2,3-dioxo-1,2,3,4-tetrahydroquinoxalin-1-ylmethyl)phenylphosphonic acid ethyl ester), O (water). Solvent: Cl (hydrochloric acid). Yields the product [N+](=O)([O-])C=1C=C2NC(C(N(C2=CC1)CC1=CC=C(C=C1)P(O)(O)=O)=O)=O (4-(6-nitro-2,3-dioxo-1,2,3,4-tetrahydroquinoxalin-1-ylmethyl)phenylphosphonic acid). Isolated yield 47.9%. RXN SMILES: C([O:3][P:4]([C:7]1[CH:12]=[CH:11][C:10]([CH2:13][N:14]2[C:23]3[C:18](=[CH:19][C:20]([N+:24]([O-:26])=[O:25])=[CH:21][CH:22]=3)[NH:17][C:16](=[O:27])[C:15]2=[O:28])=[CH:9][CH:8]=1)(=[O:6])[OH:5])C.O>Cl>[N+:24]([C:20]1[CH:19]=[C:18]2[C:23](=[CH:22][CH:21]=1)[N:14]([CH2:13][C:10]1[CH:9]=[CH:8][C:7]([P:4](=[O:3])([OH:5])[OH:6])=[CH:12][CH:11]=1)[C:15](=[O:28])[C:16](=[O:27])[NH:17]2)([O-:26])=[O:25]. Reported procedure: 582 mg (1.4 mmol) of 4-(6-nitro-2,3-dioxo-1,2,3,4-tetrahydroquinoxalin-1-ylmethyl)phenylphosphonic acid ethyl ester is refluxed in 6 ml of concentrated hydrochloric acid for 2 hours. After cooling, the batch is combined with water and suctioned off. The filter cake is dried, thus obtaining 253 mg of 4-(6-nitro-2,3-dioxo-1,2,3,4-tetrahydroquinoxalin-1-ylmethyl)phenylphosphonic acid, mp: 253-265° C. with decomposition. The reactants are [Br-], CC(C)OC(=O)C(O)C(Cc1ccccc1)NC(=O)OC(C)(C)C, O=C([O-])O, CC1(C)CCCC(C)(C)N1O, Cc1ccccc1, [O-]Cl, [I-], [K+], [K+], [Na+], [Na+], [Na+], O, O=S(=O)([O-])O. Product: CC(C)OC(=O)C(=O)C(Cc1ccccc1)NC(=O)OC(C)(C)C. Reaction SMILES: [Br-:26].[C:1](=[O:2])([O:3][C:4]([CH3:5])([CH3:6])[CH3:7])[NH:8][CH:9]([CH:10]([C:11](=[O:12])[O:13][CH:14]([CH3:15])[CH3:16])[OH:17])[CH2:18][c:19]1[cH:20][cH:21][cH:22][cH:23][cH:24]1.[C:27](=[O:28])([O-:29])[OH:30].[CH3:32][C:33]1([CH3:42])[N:34]([O:35])[C:36]([CH3:37])([CH3:38])[CH2:39][CH2:40][CH2:41]1.[CH3:54][c:55]1[cH:56][cH:57][cH:58][cH:59][cH:60]1.[Cl:43][O-:44].[I-:47].[K+:46].[K+:53].[Na+:25].[Na+:31].[Na+:45].[OH2:61].[S:48]([O-:49])([OH:50])(=[O:51])=[O:52]>>[C:1](=[O:2])([O:3][C:4]([CH3:5])([CH3:6])[CH3:7])[NH:8][CH:9]([C:10]([C:11](=[O:12])[O:13][CH:14]([CH3:15])[CH3:16])=[O:17])[CH2:18][c:19]1[cH:20][cH:21][cH:22][cH:23][cH:24]1. Reactants: N1(CCOCC1)C=1N=C(NC(C1)=O)CC(=O)[O-].[Na+] (sodium [4-(morpholin-4-yl)-6-oxo-1,6-dihydropyrimidin-2-yl]acetate), Cl.FC1=C2CCNC2=CC=C1F (4,5-difluoro-2,3-dihydro-1H-indole hydrochloride), Cl.CN(CCCN=C=NCC)C (N-[3-(dimethylamino)propyl]-N′-ethylcarbodiimide hydrochloride). The solvent is N1=CC=CC=C1 (pyridine), CN(C=O)C (N,N-dimethylformamide). The product is FC1=C2CCN(C2=CC=C1F)C(CC1=NC(=CC(N1)=O)N1CCOCC1)=O (2-[2-(4,5-difluoro-2,3-dihydro-1H-indol-1-yl)-2-oxoethyl]-6-(morpholin-4-yl)pyrimidin-4(3H)-one). The yield is 55.8%. As a reaction SMILES: [N:1]1([C:7]2[N:8]=[C:9]([CH2:14][C:15]([O-:17])=O)[NH:10][C:11](=[O:13])[CH:12]=2)[CH2:6][CH2:5][O:4][CH2:3][CH2:2]1.[Na+].Cl.[F:20][C:21]1[C:29]([F:30])=[CH:28][CH:27]=[C:26]2[C:22]=1[CH2:23][CH2:24][NH:25]2.Cl.CN(C)CCCN=C=NCC>N1C=CC=CC=1.CN(C)C=O>[F:20][C:21]1[C:29]([F:30])=[CH:28][CH:27]=[C:26]2[C:22]=1[CH2:23][CH2:24][N:25]2[C:15](=[O:17])[CH2:14][C:9]1[NH:10][C:11](=[O:13])[CH:12]=[C:7]([N:1]2[CH2:2][CH2:3][O:4][CH2:5][CH2:6]2)[N:8]=1 |f:0.1,2.3,4.5|. Reported procedure: The product is prepared according to the procedure described in example 5, but using 261 mg of sodium [4-(morpholin-4-yl)-6-oxo-1,6-dihydropyrimidin-2-yl]acetate prepared in stage 2 of example 1, 383 mg of 4,5-difluoro-2,3-dihydro-1H-indole hydrochloride, and 254 mg of N-[3-(dimethylamino)propyl]-N′-ethylcarbodiimide hydrochloride in a mixture of 0.32 ml of pyridine and 4 ml of N,N-dimethylformamide. 210 mg of 2-[2-(4,5-difluoro-2,3-dihydro-1H-indol-1-yl)-2-oxoethyl]-6-(morpholin-4-yl)pyrimidin-...